From a dataset of the Open Reaction Database (ORD), a public repository of structured organic reaction records. describe an organic reaction: reactants, conditions, products, and yield Reactants: CCO, N#CC1CCN(CCCN2C(=O)c3ccccc3C2=O)C1. Yields the product N#CC1CCN(CCCN)C1. RXN SMILES: [CH3:22][CH2:23][OH:24].[O:1]=[C:2]1[N:3]([CH2:12][CH2:13][CH2:14][N:15]2[CH2:16][CH:17]([C:20]#[N:21])[CH2:18][CH2:19]2)[C:10](=[O:11])[c:5]2[c:4]1[cH:9][cH:8][cH:7][cH:6]2>>[NH2:3][CH2:12][CH2:13][CH2:14][N:15]1[CH2:16][CH:17]([C:20]#[N:21])[CH2:18][CH2:19]1. Reactants: C(C)(=O)OCC (ethyl acetate), O (water), ClC1=CC=C(C(C#N)N(C(C(F)(F)F)=O)C(C)C)C=C1 (N-(p-chloro-α-cyanobenzyl)-2,2,2-tri-fluoro-N-isopropylacetamide), tetrafluoroboric acid diethyl, ClC(C#N)=C (2-chloroacrylonitrile). The solvent is C1(=CC=CC=C1)C (toluene). Run at temperature 60 celsius, time 3 hour. The product is ClC1=CC=C(C=C1)C=1N(C(=CC1C#N)C(F)(F)F)C(C)C (2-(p-Chlorophenyl)-1-isopropyl-5-(trifluoromethyl) pyrrole-3-carbonitrile). Isolated yield 20.8%. RXN SMILES: [Cl:1][C:2]1[CH:20]=[CH:19][C:5]([CH:6]([N:9]([CH:16]([CH3:18])[CH3:17])[C:10](=O)[C:11]([F:14])([F:13])[F:12])[C:7]#N)=[CH:4][CH:3]=1.ClC(=C)[C:23]#[N:24].[C:26](OCC)(=O)C.O>C1(C)C=CC=CC=1>[Cl:1][C:2]1[CH:3]=[CH:4][C:5]([C:6]2[N:9]([CH:16]([CH3:17])[CH3:18])[C:10]([C:11]([F:12])([F:13])[F:14])=[CH:26][C:7]=2[C:23]#[N:24])=[CH:19][CH:20]=1. Procedure details: A solution of N-(p-chloro-α-cyanobenzyl)-2,2,2-tri-fluoro-N-isopropylacetamide (6.1 g, 0.02 mol) in toluene is treated at room temperature with tetrafluoroboric acid diethyl etherate (4.2 g as is, 3.6 g real, 0.022 mol) under a nitrogen atmosphere, heated to 60° C., treated with 2-chloroacrylonitrile (2.62 g, 0.03 mol) over 15-20 minutes, held at 60° C. for 3 hours, cooled to room temperature and treated with ethyl acetate and water. The phases are separated and the organic phase is washed with ... Reactants: CC(=S)[S-], CCO, CCOC(=O)C(Cl)c1ccc2cc(OC)ccc2c1, [Na+]. The product is CCOC(=O)C(SC(C)=S)c1ccc2cc(OC)ccc2c1. As a reaction SMILES: [C:1]([CH3:2])(=[S:3])[S-:4].[CH3:25][CH2:26][OH:27].[Cl:6][CH:7]([C:8](=[O:9])[O:10][CH2:11][CH3:12])[c:13]1[cH:14][c:15]2[cH:16][cH:17][c:18]([O:23][CH3:24])[cH:19][c:20]2[cH:21][cH:22]1.[Na+:5]>>[C:1]([CH3:2])(=[S:3])[S:4][CH:7]([C:8](=[O:9])[O:10][CH2:11][CH3:12])[c:13]1[cH:14][c:15]2[cH:16][cH:17][c:18]([O:23][CH3:24])[cH:19][c:20]2[cH:21][cH:22]1. Reactants: C(C1=CC=CC=C1)(C1=CC=CC=C1)=NN (Benzophenone hydrazone), ClC1=CC=C(C=C1)Br (4-chlorobromobenzene), CC(C)(C)[O-].[Na+] (NaOtBu). The reagents and catalysts are CC(=O)[O-].CC(=O)[O-].[Pd+2] (Pd(OAc)2), C=1C=CC(=CC1)P(C=2C=CC=CC2)C3=CC=C4C=CC=CC4=C3C5=C6C=CC=CC6=CC=C5P(C=7C=CC=CC7)C=8C=CC=CC8 (BINAP). Run in C1(=CC=CC=C1)C (toluene), C1(=CC=CC=C1)C (toluene). Run at time 2 minute. Product: ClC1=CC=C(C=C1)NN=C(C1=CC=CC=C1)C1=CC=CC=C1 (N-(4-Chlorophenyl)benzophenone hydrazone). Yield: 64.0%. RXN SMILES: [C:1](=[N:14][NH2:15])([C:8]1[CH:13]=[CH:12][CH:11]=[CH:10][CH:9]=1)[C:2]1[CH:7]=[CH:6][CH:5]=[CH:4][CH:3]=1.[Cl:16][C:17]1[CH:22]=[CH:21][C:20](Br)=[CH:19][CH:18]=1.CC([O-])(C)C.[Na+]>CC([O-])=O.CC([O-])=O.[Pd+2].C1C=CC(P(C2C(C3C(P(C4C=CC=CC=4)C4C=CC=CC=4)=CC=C4C=3C=CC=C4)=C3C(C=CC=C3)=CC=2)C2C=CC=CC=2)=CC=1.C1(C)C=CC=CC=1>[Cl:16][C:17]1[CH:22]=[CH:21][C:20]([NH:15][N:14]=[C:1]([C:8]2[CH:9]=[CH:10][CH:11]=[CH:12][CH:13]=2)[C:2]2[CH:7]=[CH:6][CH:5]=[CH:4][CH:3]=2)=[CH:19][CH:18]=1 |f:2.3,4.5.6|. Reported procedure: Benzophenone hydrazone (1 equiv., 10 mmol, 2.04 g), 4-chlorobromobenzene (1.0 equiv., 10 mmol, 1.915 g), Pd(OAc)2 (0.01 equiv., 0.1 mmol, 23 mg), BINAP (0.01 equiv., 0.1 mmol, 63 mg), and toluene (5 mL) were added to an oven dried Schlenk flask and stirred at room temperature for 2 minutes, NaOtBu (1.4 equiv., 14 mmol, 1.345 g) and an additional 5 mL of toluene were then added. The flask was capped with a septum and purged briefly with argon (˜1 min.) and heated to 80° C. under argon for 13 hour... The reactants are C(#N)C1=CC=C(C=C1)N1CCN(CC1)C=1C(=NC(=NC1C)N)N (5-[4-(4-cyanophenyl)-1-piperazinyl]-6-methyl-2,4-pyrimidinediamine), S(O)(O)(=O)=O (sulfuric acid), C(C)O (ethanol), ice. Reaction conditions: temperature 130 celsius. The product is NC1=NC(=C(C(=N1)N)N1CCN(CC1)C1=CC=C(C(=O)OCC)C=C1)C (4-[4-(2,4-Diamino-6-methyl-5-pyrimidinyl)-1-piperazinyl]benzoic acid, ethyl ester). RXN SMILES: [C:1]([C:3]1[CH:8]=[CH:7][C:6]([N:9]2[CH2:14][CH2:13][N:12]([C:15]3[C:16]([NH2:23])=[N:17][C:18]([NH2:22])=[N:19][C:20]=3[CH3:21])[CH2:11][CH2:10]2)=[CH:5][CH:4]=1)#N.S(=O)(=O)(O)[OH:25].[CH2:29]([OH:31])[CH3:30]>>[NH2:22][C:18]1[N:17]=[C:16]([NH2:23])[C:15]([N:12]2[CH2:13][CH2:14][N:9]([C:6]3[CH:5]=[CH:4][C:3]([C:1]([O:31][CH2:29][CH3:30])=[O:25])=[CH:8][CH:7]=3)[CH2:10][CH2:11]2)=[C:20]([CH3:21])[N:19]=1. Reported procedure: A mixture of 5.0 g (0.016 mole) of 5-[4-(4-cyanophenyl)-1-piperazinyl]-6-methyl-2,4-pyrimidinediamine, 30 ml of 95% ethanol and 30 ml of sulfuric acid was heated under reflux at 130° C. for four hours and cooled. The solution was poured into 400 g of ice. The solid was collected, washed first with 5N aqueous sodium carbonate solution and then with 50 ml of water. Recrystallization from N,N-dimethylformamide gave 1.72 g of the product as an off-white solid, mp 281°-285° C. Reactants: CCOC(=O)C1(C2CN(C(C)c3ccccc3)C(O[SiH](C)C)C2C(C)(C)C)CC1, O=C(Cl)OCc1ccccc1. Product: CCOC(=O)C1(C2CN(C(=O)OCc3ccccc3)C(O[SiH](C)C)C2C(C)(C)C)CC1. Reaction SMILES: [C:1]([CH3:2])([CH3:3])([CH3:4])[CH:5]1[CH:6]([O:26][SiH:27]([CH3:28])[CH3:29])[N:7]([CH:18]([c:19]2[cH:20][cH:21][cH:22][cH:23][cH:24]2)[CH3:25])[CH2:8][CH:9]1[C:10]1([C:13](=[O:14])[O:15][CH2:16][CH3:17])[CH2:11][CH2:12]1.[Cl:30][C:31](=[O:32])[O:33][CH2:34][c:35]1[cH:36][cH:37][cH:38][cH:39][cH:40]1>>[C:1]([CH3:2])([CH3:3])([CH3:4])[CH:5]1[CH:6]([O:26][SiH:27]([CH3:28])[CH3:29])[N:7]([C:31](=[O:32])[O:33][CH2:34][c:35]2[cH:36][cH:37][cH:38][cH:39][cH:40]2)[CH2:8][CH:9]1[C:10]1([C:13](=[O:14])[O:15][CH2:16][CH3:17])[CH2:11][CH2:12]1. The reactants are ClC1=C(C(=NC(=N1)N)NC1CCOCC1)N (6-chloro-N4-(tetrahydro-2H-pyran-4-yl)pyrimidine-2,4,5-triamine), C(=O)(Cl)Cl (phosgene), solution, C(=O)(Cl)Cl (phosgene). The solvent is C1CCOC1 (THF), C1CCOC1 (THF), C1(=CC=CC=C1)C (toluene), C1CCOC1 (THF). Product: NC1=NC(=C2NC(N(C2=N1)C1CCOCC1)=O)Cl (2-amino-6-chloro-9-(tetrahydro-2H-pyran-4-yl)-7H-purin-8(9H)-one). Yield: 97.0%. Reaction SMILES: [Cl:1][C:2]1[N:7]=[C:6]([NH2:8])[N:5]=[C:4]([NH:9][CH:10]2[CH2:15][CH2:14][O:13][CH2:12][CH2:11]2)[C:3]=1[NH2:16].[C:17](Cl)(Cl)=[O:18]>C1COCC1.C1(C)C=CC=CC=1>[NH2:8][C:6]1[N:5]=[C:4]2[C:3]([NH:16][C:17](=[O:18])[N:9]2[CH:10]2[CH2:11][CH2:12][O:13][CH2:14][CH2:15]2)=[C:2]([Cl:1])[N:7]=1. Procedure: To a solution of 6-chloro-N4-(tetrahydro-2H-pyran-4-yl)pyrimidine-2,4,5-triamine (1 g, 4.1 mmol) in 900 mL of anhydrous THF at −78° C. under Ar was added dropwise, over 40 min, a solution of phosgene in THF (3.8 mL of a 20% solution of phosgene in toluene, 7 mmol, 1.7 equiv., diluted with 26 mL of anhydrous THF). The reaction mixture was left to gradually warm up to room temperature over 16 h. It was purged with air for 30 min, then the solvent was removed in vacuo to give 1.2 g (97% yield) of t...